This data is from the Open Reaction Database (ORD), a public repository of structured organic reaction records. The task is: describe an organic reaction: reactants, conditions, products, and yield Reactants: CC(C)(C)C(=O)Cl, C1CCOC1, CO, NCc1cc(F)c(Cl)c(Nc2nc3cc(C(=O)NC4CCC(C(F)(F)F)CC4)c(N4CCC(F)CC4)nc3[nH]2)c1Cl. Product: CC(C)(C)C(=O)NCc1cc(F)c(Cl)c(Nc2nc3cc(C(=O)NC4CCC(C(F)(F)F)CC4)c(N4CCC(F)CC4)nc3[nH]2)c1Cl. As a reaction SMILES: [C:42]([C:43]([CH3:44])([CH3:45])[CH3:46])(=[O:47])[Cl:48].[CH2:49]1[O:50][CH2:51][CH2:52][CH2:53]1.[CH3:54][OH:55].[F:1][C:2]([CH:3]1[CH2:4][CH2:5][CH:6]([NH:9][C:10](=[O:11])[c:12]2[cH:13][c:14]3[c:15]([n:16][c:17]2[N:18]2[CH2:19][CH2:20][CH:21]([F:24])[CH2:22][CH2:23]2)[nH:25][c:26]([NH:28][c:29]2[c:30]([Cl:39])[c:31]([CH2:37][NH2:38])[cH:32][c:33]([F:36])[c:34]2[Cl:35])[n:27]3)[CH2:7][CH2:8]1)([F:40])[F:41]>>[F:1][C:2]([CH:3]1[CH2:4][CH2:5][CH:6]([NH:9][C:10](=[O:11])[c:12]2[cH:13][c:14]3[c:15]([n:16][c:17]2[N:18]2[CH2:19][CH2:20][CH:21]([F:24])[CH2:22][CH2:23]2)[nH:25][c:26]([NH:28][c:29]2[c:30]([Cl:39])[c:31]([CH2:37][NH:38][C:42]([C:43]([CH3:44])([CH3:45])[CH3:46])=[O:47])[cH:32][c:33]([F:36])[c:34]2[Cl:35])[n:27]3)[CH2:7][CH2:8]1)([F:40])[F:41]. The reactants are BrC=1N=C(C(=NC1)N(S(=O)(=O)C1=C(C(=CC=C1)Cl)Cl)COCC[Si](C)(C)C)OC (N-(5-bromo-3-methoxy-2-pyrazinyl)-2,3-dichloro-N-[{2-(trimethylsilanyl)ethoxy}methyl]benzenesulphonamide), SCC(=O)NC (2-mercapto-N-methylacetamide). Product: ClC1=C(C=CC=C1Cl)S(=O)(=O)NC=1N=CC(=NC1OC)SCC(=O)NC (2-[5-(2,3-Dichlorobenzenesulphonylamino)-6methoxy-2-pyrazinylsulphanyl]-N-methylacetamide). RXN SMILES: Br[C:2]1[N:3]=[C:4]([O:28][CH3:29])[C:5]([N:8](COCC[Si](C)(C)C)[S:9]([C:12]2[CH:17]=[CH:16][CH:15]=[C:14]([Cl:18])[C:13]=2[Cl:19])(=[O:11])=[O:10])=[N:6][CH:7]=1.[SH:30][CH2:31][C:32]([NH:34][CH3:35])=[O:33]>>[Cl:19][C:13]1[C:14]([Cl:18])=[CH:15][CH:16]=[CH:17][C:12]=1[S:9]([NH:8][C:5]1[N:6]=[CH:7][C:2]([S:30][CH2:31][C:32]([NH:34][CH3:35])=[O:33])=[N:3][C:4]=1[O:28][CH3:29])(=[O:10])=[O:11]. Procedure: Prepared as for Example 101b using N-(5-bromo-3-methoxy-2-pyrazinyl)-2,3-dichloro-N-[{2-(trimethylsilanyl)ethoxy}methyl]benzenesulphonamide (Example 55a) (0.4 g) and 2-mercapto-N-methylacetamide (0.1 g). The intermediate product containing the SEM (2-[trimethylsilyl]ethoxymethyl) group was purified by silica gel chromatography eluting with ethyl acetate/iso-hexane mixtures. Deprotection as for Example 101b gave the title compound. Yield 0.05 g. RXN SMILES: [C:41]([n:42]1[cH:43][cH:44][n:45][cH:46]1)([n:47]1[cH:48][cH:49][n:50][cH:51]1)=[O:52].[CH3:53][S:54](=[O:55])(=[O:56])[NH2:57].[Cl:1][c:2]1[cH:3][cH:4][c:5]2[c:9]([cH:10]1)[NH:8][C:7](=[O:11])[C:6]21[CH:12]([c:32]2[c:33]([O:39][CH3:40])[cH:34][cH:35][c:36]([CH3:38])[cH:37]2)[NH:13][C:14](=[O:31])[CH2:15][CH:16]1[c:17]1[c:18]([O:24][C:25]([CH3:26])([CH3:27])[C:28](=[O:29])[OH:30])[cH:19][cH:20][c:21]([Cl:23])[cH:22]1.[ClH:60].[H-:59].[Na+:58].[O:61]=[CH:62][N:63]([CH3:64])[CH3:65].[OH2:66]>>[Cl:1][c:2]1[cH:3][cH:4][c:5]2[c:9]([cH:10]1)[NH:8][C:7](=[O:11])[C:6]21[CH:12]([c:32]2[c:33]([O:39][CH3:40])[cH:34][cH:35][c:36]([CH3:38])[cH:37]2)[NH:13][C:14](=[O:31])[CH2:15][CH:16]1[c:17]1[c:18]([O:24][C:25]([CH3:26])([CH3:27])[C:28](=[O:30])[NH:57][S:54]([CH3:53])(=[O:55])=[O:56])[cH:19][cH:20][c:21]([Cl:23])[cH:22]1. Reactants: O=C(n1ccnc1)n1ccnc1, CS(N)(=O)=O, COc1ccc(C)cc1C1NC(=O)CC(c2cc(Cl)ccc2OC(C)(C)C(=O)O)C12C(=O)Nc1cc(Cl)ccc12, Cl, [H-], [Na+], CN(C)C=O, O. Yields the product COc1ccc(C)cc1C1NC(=O)CC(c2cc(Cl)ccc2OC(C)(C)C(=O)NS(C)(=O)=O)C12C(=O)Nc1cc(Cl)ccc12. Starting materials: CN1CCN(CC1)CC2=CC(=CC=C2)N, CC1=C(C=C(C=C1)NC(=O)C2=CC3=C(C=C2)OCCO3)NC(=O)C4=CN=C(C=C4)Cl. Reagents/catalysts: CC(C)(C)[O-].[Na+], CC1(C2=C(C(=CC=C2)P(C3=CC=CC=C3)C4=CC=CC=C4)OC5=C1C=CC=C5P(C6=CC=CC=C6)C7=CC=CC=C7)C, C1=CC=C(C=C1)/C=C/C(=O)/C=C/C2=CC=CC=C2.C1=CC=C(C=C1)/C=C/C(=O)/C=C/C2=CC=CC=C2.C1=CC=C(C=C1)/C=C/C(=O)/C=C/C2=CC=CC=C2.[Pd].[Pd]. The solvent is CC1=CC=CC=C1. Run at temperature 100 celsius. Yields the product CC1=C(C=C(C=C1)NC(=O)C2=CC3=C(C=C2)OCCO3)NC(=O)C4=CN=C(C=C4)NC5=CC=CC(=C5)CN6CCN(CC6)C. The yield is 25.9%. Procedure details: A mixture of 6-chloro-N-(5-(2,3-dihydrobenzo[b][1,4]dioxine-6-carboxamido)-2-methylphenyl)nicotinamide (50 mg, 0.12 mmol),3-((4-methylpiperazin-1-yl)methyl)aniline (36.3 mg, 0.18 mmol),(9,9-dimethyl-9H-xanthene-4,5-diyl)bis(diphenylphosphine) (4.10 mg, 7.08 µmol),TRIS(DIBENZYLIDENEACETONE)DIPALLADIUM(0) (3.24 mg, 3.54 µmol),sodium 2-methylpropan-2-olate (17.01 mg, 0.18 mmol) in toluene (2 mL)/IPA (0.500 mL)was degassed with nitrogen and heated at reflux for 18 hours.The reaction mixture was filt... Reactants: C=C1C(CCC1)OC=1C=C(C(=O)OC)C=CC1OC (methyl 3-(2-methylenecyclopentyloxy)-4-methoxybenzoate), N1=CC=CC2=CC=CC=C12 (quinoline), Cl (HCl). Run in O (water). Run at temperature 190 celsius, time 1 hour. Yields the product C1(=CCCC1)CC1=C(C(=O)OC)C=CC(=C1O)OC (Methyl 2-cyclopenten-1-ylmethyl-3-hydroxy-4-methoxybenzoate). RXN SMILES: C=C1CCCC1[O:7][C:8]1[CH:9]=[C:10]([CH:15]=[CH:16][C:17]=1[O:18][CH3:19])[C:11]([O:13][CH3:14])=[O:12].N1[C:29]2[C:24](=[CH:25][CH:26]=[CH:27][CH:28]=2)C=CC=1.Cl>O>[C:26]1([CH2:25][C:9]2[C:8]([OH:7])=[C:17]([O:18][CH3:19])[CH:16]=[CH:15][C:10]=2[C:11]([O:13][CH3:14])=[O:12])[CH2:27][CH2:28][CH2:29][CH:24]=1. Procedure: 12.7 g of methyl 3-(2-methylenecyclopentyloxy)-4-methoxybenzoate are treated with 50 ml of quinoline and the mixture is stirred at 190° C. for 1 h. After cooling, it is treated with water, adjusted to pH 3 using 2N HCl and extracted with ethyl acetate. The residue which remains after concentrating the solvent is chromatographed on a silica gel column using ethyl acetate/petroleum ether (4:6). The chromatographically pure fractions are concentrated and dried in a high vacuum. 10.2 g of the title ...